Dataset: the Open Reaction Database (ORD), a public repository of structured organic reaction records. Task: describe an organic reaction: reactants, conditions, products, and yield The reactants are CS(=O)(=O)OC1=CC(=CC=C1)C=O (3-formylphenyl methanesulfonate), CC(C(C)=O)=NO (2,3-butanedione-2-oxime), Cl.C(C)(=O)OCC (hydrogenchloride ethyl acetate). Reaction conditions: time 5 day. Product: CS(=O)(=O)OC1=CC(=CC=C1)C=1OC(=C(N1)CCl)C (3-(4-Chloromethyl-5-methyl-1,3-oxazol-2-yl)phenyl methanesulfonate), crystals. Isolated yield 55.0%. Reaction SMILES: [CH3:1][S:2]([O:5][C:6]1[CH:11]=[CH:10][CH:9]=[C:8]([CH:12]=[O:13])[CH:7]=1)(=[O:4])=[O:3].[CH3:14][C:15](=[N:19]O)[C:16](=O)[CH3:17].[ClH:21].C(OCC)(=O)C>>[CH3:1][S:2]([O:5][C:6]1[CH:11]=[CH:10][CH:9]=[C:8]([C:12]2[O:13][C:16]([CH3:17])=[C:15]([CH2:14][Cl:21])[N:19]=2)[CH:7]=1)(=[O:4])=[O:3] |f:2.3|. Reported procedure: A mixture of 3-formylphenyl methanesulfonate (41.40 g), 2,3-butanedione-2-oxime (20.91 g) and 4N hydrogenchloride-ethyl acetate solution (250 mL) was stirred at room temperature for 5 days. After concentration of the reaction mixture, the residue was decanted and washed with diethyl ether. To the obtained residue was added tetrahydrofuran (300 mL), and thionyl chloride (37.00 g) was further added. The mixture was heated under reflux for 3 hrs. The reaction mixture was concentrated and ethyl acet... Starting materials: O=C([O-])[O-], BrCC1CCCCC1, [Cs+], [Cs+], [I-], [Na+], CN(C)C=O, CCOC(=O)c1ccc(O)c([N+](=O)[O-])c1. The product is CCOC(=O)c1ccc(OCC2CCCCC2)c([N+](=O)[O-])c1. RXN SMILES: [C:16](=[O:17])([O-:18])[O-:19].[CH:24]1([CH2:30][Br:31])[CH2:25][CH2:26][CH2:27][CH2:28][CH2:29]1.[Cs+:20].[Cs+:21].[I-:23].[Na+:22].[O:32]=[CH:33][N:34]([CH3:35])[CH3:36].[OH:1][c:2]1[c:3]([N+:13](=[O:14])[O-:15])[cH:4][c:5]([C:6](=[O:7])[O:8][CH2:9][CH3:10])[cH:11][cH:12]1>>[O:1]([c:2]1[c:3]([N+:13](=[O:14])[O-:15])[cH:4][c:5]([C:6](=[O:7])[O:8][CH2:9][CH3:10])[cH:11][cH:12]1)[CH2:30][CH:24]1[CH2:25][CH2:26][CH2:27][CH2:28][CH2:29]1.